This data is from the Open Reaction Database (ORD), a public repository of structured organic reaction records. The task is: describe an organic reaction: reactants, conditions, products, and yield The reactants are NC[C@H]1N(CCC[C@H]1C)C(=O)C1=C(C=CC(=C1)C)C1=NC=CC=N1 (((2S,3R)-2-(aminomethyl)-3-methylpiperidin-1-yl)(5-methyl-2-(pyrimidin-2-yl)phenyl)methanone), ClC1=NC=C(C=N1)C(F)(F)F (2-chloro-5-(trifluoromethyl)pyrimidine). The product is C[C@H]1[C@H](N(CCC1)C(=O)C1=C(C=CC(=C1)C)C1=NC=CC=N1)CNC1=NC=C(C=N1)C(F)(F)F (((2S,3R)-3-Methyl-2-(((5-(trifluoromethyl)pyrimidin-2-yl)amino)methyl)piperidin-1-yl)(5-methyl-2-(pyrimidin-2-yl)phenyl)methanone). Reaction SMILES: [NH2:1][CH2:2][C@@H:3]1[C@H:8]([CH3:9])[CH2:7][CH2:6][CH2:5][N:4]1[C:10]([C:12]1[CH:17]=[C:16]([CH3:18])[CH:15]=[CH:14][C:13]=1[C:19]1[N:24]=[CH:23][CH:22]=[CH:21][N:20]=1)=[O:11].Cl[C:26]1[N:31]=[CH:30][C:29]([C:32]([F:35])([F:34])[F:33])=[CH:28][N:27]=1>>[CH3:9][C@@H:8]1[CH2:7][CH2:6][CH2:5][N:4]([C:10]([C:12]2[CH:17]=[C:16]([CH3:18])[CH:15]=[CH:14][C:13]=2[C:19]2[N:20]=[CH:21][CH:22]=[CH:23][N:24]=2)=[O:11])[C@@H:3]1[CH2:2][NH:1][C:26]1[N:31]=[CH:30][C:29]([C:32]([F:35])([F:34])[F:33])=[CH:28][N:27]=1. Procedure: The title compound was prepared following the same general protocol as described for Example A45 using ((2S,3R)-2-(aminomethyl)-3-methylpiperidin-1-yl)(5-methyl-2-(pyrimidin-2-yl)phenyl)methanone and 2-chloro-5-(trifluoromethyl)pyrimidine. MS (ESI) 471 (M+H). 1H NMR (500 MHz, CD3OD) δ 8.90-6.60 (m, 8H), 5.15-3.00 (m, 5H), 2.45-0.65 (m, 11H).